Task: describe an organic reaction: reactants, conditions, products, and yield. Dataset: the Open Reaction Database (ORD), a public repository of structured organic reaction records Starting materials: CC(C)(C)C(=O)Nc1nc(Cl)ccc1I, Cl, [Na+], O=C([O-])O, C1COCCO1. Yields the product Nc1nc(Cl)ccc1I. RXN SMILES: [Cl:1][c:2]1[cH:3][cH:4][c:5]([I:15])[c:6]([NH:8][C:9](=[O:10])[C:11]([CH3:12])([CH3:13])[CH3:14])[n:7]1.[ClH:16].[Na+:21].[O-:17][C:18]([OH:19])=[O:20].[O:22]1[CH2:23][CH2:24][O:25][CH2:26][CH2:27]1>>[Cl:1][c:2]1[cH:3][cH:4][c:5]([I:15])[c:6]([NH2:8])[n:7]1. Reactants: C(C)(=S)O (Thioacetic acid), CN1[C@@H](C[C@H](C1)O)C(=O)N ((2S,4R)-1-Methyl-2-aminocarbonyl-4-hydroxypyrrolidine), C1(=CC=CC=C1)P(C1=CC=CC=C1)C1=CC=CC=C1 (triphenylphosphine), resultant mixture, N(=NC(=O)OCC)C(=O)OCC (diethyl azodicarboxylate). Run in CN(C=O)C (dimethylformamide), ClCCl (dichloromethane). Run at time 35 minute. The product is CN1[C@@H](C[C@@H](C1)SC(C)=O)C(=O)N ((2S,4S)-1-methyl-2-aminocarbonyl-4-acetylthiopyrrolidine). RXN SMILES: [CH3:1][N:2]1[CH2:6][C@H:5](O)[CH2:4][C@H:3]1[C:8]([NH2:10])=[O:9].C1(P(C2C=CC=CC=2)C2C=CC=CC=2)C=CC=CC=1.N(C(OCC)=O)=NC(OCC)=O.[C:42]([OH:45])(=[S:44])[CH3:43]>CN(C)C=O.ClCCl>[CH3:1][N:2]1[CH2:6][C@@H:5]([S:44][C:42](=[O:45])[CH3:43])[CH2:4][C@H:3]1[C:8]([NH2:10])=[O:9]. Procedure details: (2S,4R)-1-Methyl-2-aminocarbonyl-4-hydroxypyrrolidine (540 mg) was dissolved in dry dimethylformamide (10 ml), and triphenylphosphine (1.78 g) was added thereto. To the resultant mixture, diethyl azodicarboxylate (1.07 ml) was added under nitrogen steam while ice-cooling, and the mixture was stirred for 35 minutes. Thioacetic acid (0.76 ml) was added to the mixture under ice-cooling, and stirring was continued for 30 minutes under ice-cooling and at room temperature for 4 hours. The reaction mix... The reactants are CCN=C=NCCCN(C)C, CN1CCC(CN2CCNCC2)CC1, CN(C)C=O, Cc1cc(C)n(-c2nc(-c3ccc(Cl)cc3)c(CCC(=O)O)o2)n1, O, On1nnc2cccnc21. Product: Cc1cc(C)n(-c2nc(-c3ccc(Cl)cc3)c(CCC(=O)N3CCN(CC4CCN(C)CC4)CC3)o2)n1. RXN SMILES: [CH2:35]([N:36]=[C:37]=[N:38][CH2:39][CH2:40][CH2:41][N:42]([CH3:43])[CH3:44])[CH3:45].[CH3:46][N:47]1[CH2:48][CH2:49][CH:50]([CH2:53][N:54]2[CH2:55][CH2:56][NH:57][CH2:58][CH2:59]2)[CH2:51][CH2:52]1.[CH3:61][N:62]([CH3:63])[CH:64]=[O:65].[Cl:1][c:2]1[cH:3][cH:4][c:5](-[c:8]2[n:9][c:10](-[n:18]3[n:19][c:20]([CH3:24])[cH:21][c:22]3[CH3:23])[o:11][c:12]2[CH2:13][CH2:14][C:15](=[O:16])[OH:17])[cH:6][cH:7]1.[OH2:60].[OH:25][n:26]1[c:27]2[n:28][cH:29][cH:30][cH:31][c:32]2[n:33][n:34]1>>[Cl:1][c:2]1[cH:3][cH:4][c:5](-[c:8]2[n:9][c:10](-[n:18]3[n:19][c:20]([CH3:24])[cH:21][c:22]3[CH3:23])[o:11][c:12]2[CH2:13][CH2:14][C:15](=[O:16])[N:57]2[CH2:56][CH2:55][N:54]([CH2:53][CH:50]3[CH2:49][CH2:48][N:47]([CH3:46])[CH2:52][CH2:51]3)[CH2:59][CH2:58]2)[cH:6][cH:7]1. RXN SMILES: [C:1]1([O:7][NH2:8])[CH:6]=[CH:5][CH:4]=[CH:3][CH:2]=1.ClC1C=C(O)C=C(Cl)C=1.[N+](C1C=C([N+]([O-])=O)C=CC=1ON)([O-])=O.ClC1C=C(ON)C=C(Cl)C=1.[CH3:42][C:43]([C:46]([NH:48][C:49]1[N:58]=[C:57]([NH:59][C:60]([C:62]([CH3:65])([CH3:64])[CH3:63])=[O:61])[C:56]2[CH2:55][C:54](=O)[CH2:53][CH2:52][C:51]=2[N:50]=1)=[O:47])([CH3:45])[CH3:44]>C(O)C>[CH3:45][C:43]([C:46]([NH:48][C:49]1[N:58]=[C:57]([NH:59][C:60]([C:62]([CH3:65])([CH3:64])[CH3:63])=[O:61])[C:56]2[CH2:55][C:54](=[N:8][O:7][C:1]3[CH:6]=[CH:5][CH:4]=[CH:3][CH:2]=3)[CH2:53][CH2:52][C:51]=2[N:50]=1)=[O:47])([CH3:42])[CH3:44]. Run in C(C)O (ethanol). The reactants are C1(=CC=CC=C1)ON (O-(phenyl)hydroxylamine), C1(=CC=CC=C1)ON (O-(phenyl)hydroxylamine), [N+](=O)([O-])C1=C(C=CC(=C1)[N+](=O)[O-])ON (O-(2,4-dinitrophenyl)hydroxylamine), CC(C)(C)C(=O)NC1=NC=2CCC(CC2C(=N1)NC(=O)C(C)(C)C)=O (2,4-di[(1,1-dimethylethyl)carbonylamino]-5,6,7,8-tetrahydro-6-quinazolinone), substituted or unsubstituted phenol, ClC=1C=C(C=C(C1)Cl)O (3,5-dichlorophenol), ClC=1C=C(C=C(C1)Cl)ON (O-(3,5-dichlorophenyl)hydroxylamine). Reported procedure: When the bridging group n is =NO--, 2,4-diamino-5,6,7,8-tetrahydroquinazoline 6-ethylene ketal is prepared from 1,4-cyclohexanedione mono-ethylene ketal and cyanoguanidine, as previously described. The 2,4-diamino moieties are then protected by the reaction of 2,4-diamino-5,6,7,8-tetrahydroquinazoline 6-ethylene ketal with pivalic anhydride in the presence of 4-dimethylaminopyridine, yielding 2,4-di[(1,1-dimethylethyl)carbonylamino]-5,6,7,8-tetrahydroquinazoline 6-ethylene ketal. The 6-ethylene ... Yields the product CC(C)(C)C(=O)NC1=NC=2CCC(CC2C(=N1)NC(=O)C(C)(C)C)=NOC1=CC=CC=C1 (2,4-di[(1,1-dimethylethyl)carbonylamino]-6-phenoxyimino-5,6,7,8-tetrahydroquinazoline).